describe an organic reaction: reactants, conditions, products, and yield From a dataset of the Open Reaction Database (ORD), a public repository of structured organic reaction records. Starting materials: CCOc1ccc(-c2ccc3c(c2)C=C(C(=O)OC)CCN3C(=O)OC(C)(C)C)cc1F, O=C([O-])O, CCOC(C)=O, Cl, [Na+], [Na+], [OH-]. Product: CCOc1ccc(-c2ccc3c(c2)C=C(C(=O)OC)CCN3)cc1F. Reaction SMILES: [C:1]([O:2][C:3](=[O:4])[N:8]1[CH2:9][CH2:10][C:11]([C:29](=[O:30])[O:31][CH3:32])=[CH:12][c:13]2[c:14]1[cH:15][cH:16][c:17](-[c:19]1[cH:20][c:21]([F:28])[c:22]([O:25][CH2:26][CH3:27])[cH:23][cH:24]1)[cH:18]2)([CH3:5])([CH3:6])[CH3:7].[C:36](=[O:37])([O-:38])[OH:39].[CH3:41][CH2:42][O:43][C:44](=[O:45])[CH3:46].[ClH:33].[Na+:35].[Na+:40].[OH-:34]>>[NH:8]1[CH2:9][CH2:10][C:11]([C:29](=[O:30])[O:31][CH3:32])=[CH:12][c:13]2[c:14]1[cH:15][cH:16][c:17](-[c:19]1[cH:20][c:21]([F:28])[c:22]([O:25][CH2:26][CH3:27])[cH:23][cH:24]1)[cH:18]2. Reactants: [H-].[Na+] (NaH), [Cl-].[NH4+] (ammonium chloride), ClC1=NC(=CC=C1[N+](=O)[O-])Cl (2,6-dichloro-3-nitropyridine), C(CO)(=O)OCC (ethyl glycolate). Run in O1CCOCC1 (1,4-dioxane), O (Water). Run at time 6 hour. Yields the product C(C)OC(COC1=NC(=CC=C1[N+](=O)[O-])Cl)=O ((6-chloro-3-nitro-pyridin-2-yloxy)-acetic acid ethyl ester). The yield is 42.1%. RXN SMILES: Cl[C:2]1[C:7]([N+:8]([O-:10])=[O:9])=[CH:6][CH:5]=[C:4]([Cl:11])[N:3]=1.[C:12]([O:16][CH2:17][CH3:18])(=[O:15])[CH2:13][OH:14].[H-].[Na+].[Cl-].[NH4+]>O1CCOCC1.O>[CH2:17]([O:16][C:12](=[O:15])[CH2:13][O:14][C:2]1[C:7]([N+:8]([O-:10])=[O:9])=[CH:6][CH:5]=[C:4]([Cl:11])[N:3]=1)[CH3:18] |f:2.3,4.5|. Reported procedure: A stirred solution of 2,6-dichloro-3-nitropyridine (15 g, 78 mmol) and ethyl glycolate (8.1 mL, 86 mmol) in 1,4-dioxane (150 mL) was cooled to 10° C. NaH (60% dispersion in oil) (3.42 g, 86 mmol) was added batchwise. The mixture was then allowed to stir for 6 hours at ambient temperature. The mixture was then cooled (˜10° C.) and treated with saturated aqueous ammonium chloride solution. Water was added until all the solid had dissolved and the mixture was extracted with EtOAc. The EtOAc layer w... The reactants are O (water), ClC1=CC=CC(=C1O)[N+](=O)[O-] (6-chloro-2-nitrophenol), ClCC(=O)OCC (ethyl chloroacetate), C([O-])([O-])=O.[K+].[K+] (potassium carbonate). Solvent: CN(C=O)C (dimethylformamide). Yields the product C(C)OC(COC1=C(C=CC=C1Cl)[N+](=O)[O-])=O (6-chloro-2-nitrophenoxyacetic acid ethyl ester). As a reaction SMILES: [Cl:1][C:2]1[C:7]([OH:8])=[C:6]([N+:9]([O-:11])=[O:10])[CH:5]=[CH:4][CH:3]=1.Cl[CH2:13][C:14]([O:16][CH2:17][CH3:18])=[O:15].C(=O)([O-])[O-].[K+].[K+].O>CN(C)C=O>[CH2:17]([O:16][C:14](=[O:15])[CH2:13][O:8][C:7]1[C:2]([Cl:1])=[CH:3][CH:4]=[CH:5][C:6]=1[N+:9]([O-:11])=[O:10])[CH3:18] |f:2.3.4|. Procedure details: A solution of 6-chloro-2-nitrophenol (1.7 g.) and ethyl chloroacetate (2.1 ml.) in dimethylformamide (12 ml.) with potassium carbonate (1.5 g.) was stirred at 75°-80° C. for 3 hours. The mixture as poured into water (120 ml.) and extracted with ethyl acetate (4× 50 ml.). The organic layer on evaporation yielded 6-chloro-2-nitrophenoxyacetic acid ethyl ester as a yellow oil. Starting materials: C(C)(C)(C)OC(NC(C)C1=NC=C(C=C1F)F)=O (tert-Butyl-1-(3,5-difluoropyridin-2-yl)ethylcarbamate), Cl (HCl). The solvent is C(Cl)Cl (DCM), O1CCOCC1 (dioxane). Run at time 3 hour. The product is FC=1C(=NC=C(C1)F)C(C)N (1-(3,5-Difluoropyridin-2-yl)ethanamine). The yield is 97.3%. RXN SMILES: C(OC(=O)[NH:7][CH:8]([C:10]1[C:15]([F:16])=[CH:14][C:13]([F:17])=[CH:12][N:11]=1)[CH3:9])(C)(C)C.Cl>C(Cl)Cl.O1CCOCC1>[F:16][C:15]1[C:10]([CH:8]([NH2:7])[CH3:9])=[N:11][CH:12]=[C:13]([F:17])[CH:14]=1. Procedure: To tert-butyl-1-(3,5-difluoropyridin-2-yl)ethylcarbamate (Method 16; 0.10 g, 0.39 mmol) in DCM (2 ml) was added HCl (0.8 ml, 3.12 mmol) in dioxane. The reaction was stirred at room temperature for 3 hours. The solvent was removed and 10 ml of saturated sodium bicarbonate was added. The resulting aqueous solution was extracted with ether (5×30 ml), dried over sodium sulfate and concentrated to give the title compound (0.06 g, 95%) as pale yellow oil. MS: Calcd.: 158. Found: [M+H]+ 159. Starting materials: O.NN (hydrazine hydrate), COC(N(C)C)OC (N,N-Dimethylformamide dimethylacetal), ClC=1C=C(C(=CC1F)C)[N+](=O)[O-] (3-chloro-4-fluoro-6-methylnitrobenzene), O.NN (hydrazine hydrate). The solvent is CN(C=O)C (N,N-dimethylformamide). Conditions: temperature 130 celsius, time 2 hour. Product: ClC1=C(C=C2C=CNC2=C1)F (6-Chloro-5-fluoro-1H-indole). Isolated yield 51.0%. RXN SMILES: CO[CH:3](OC)[N:4]([CH3:6])C.[Cl:9][C:10]1[CH:11]=[C:12]([N+]([O-])=O)[C:13](C)=[CH:14][C:15]=1[F:16].O.NN>CN(C)C=O>[Cl:9][C:10]1[CH:11]=[C:3]2[C:13]([CH:12]=[CH:6][NH:4]2)=[CH:14][C:15]=1[F:16] |f:2.3|. Reported procedure: N,N-Dimethylformamide dimethylacetal (6.3 ml, 45 mmol) was added in one portion to a stirred solution of 3-chloro-4-fluoro-6-methylnitrobenzene (7.0 g, 37 mmol) in N,N-dimethylformamide (30 mL) at 130° C. under Ar. The mixture was stirred at 130° C. for 2 h, cooled to room temperature, concentrated in vacuo and partitioned between ethyl acetate and water and the aqueous was extracted with ethyl acetate (2×). The combined organic extracts were washed with brine, dried (magnesium sulfate), concent... Reactants: t-butyloxycarbonyl, triazole-H, N1C=CC2=CC=CC=C12 (indole), 15(CH2Cl2), C(C1=CC=CC=C1)NCC1(CCN(CC1)CCCC1=CNC2=CC=C(C=C12)N1C=NN=C1)O (4-(benzylamino)methyl-4-hydroxy-1-(3-[5-(1,2,4-triazol-4-yl)-1H-indol-3-yl]propyl)piperidine), D6, N1C=CC2=CC=CC=C12 (indole). Run in CS(=O)C (DMSO). The product is C(C1=CC=CC=C1)NCC1(CN(CC1)CCCC1=CNC2=CC=C(C=C12)N1C=NN=C1)O (3-(Benzylamino)methyl-3-hydroxy-1-(3-[5-(1,2,4-triazol-4-yl)-1H-indol-3-yl]propyl)pyrrolidine). Reaction SMILES: [CH2:1]([NH:8][CH2:9][C:10]1([OH:33])C[CH2:14][N:13]([CH2:16][CH2:17][CH2:18][C:19]2[C:27]3[C:22](=[CH:23][CH:24]=[C:25]([N:28]4[CH:32]=[N:31][N:30]=[CH:29]4)[CH:26]=3)[NH:21][CH:20]=2)[CH2:12][CH2:11]1)[C:2]1[CH:7]=[CH:6][CH:5]=[CH:4][CH:3]=1.N1C2C(=CC=CC=2)C=C1>CS(C)=O>[CH2:1]([NH:8][CH2:9][C:10]1([OH:33])[CH2:11][CH2:12][N:13]([CH2:16][CH2:17][CH2:18][C:19]2[C:27]3[C:22](=[CH:23][CH:24]=[C:25]([N:28]4[CH:32]=[N:31][N:30]=[CH:29]4)[CH:26]=3)[NH:21][CH:20]=2)[CH2:14]1)[C:2]1[CH:7]=[CH:6][CH:5]=[CH:4][CH:3]=1. Procedure details: The title compound was prepared from the foregoing t-butyloxycarbonyl-protected compound as described for 4-(benzylamino)methyl-4-hydroxy-1-(3-[5-(1,2,4-triazol-4-yl)-1H-indol-3-yl]propyl)piperidine. mp>61° C. MS, ES+, m/z=431 for (M+H)+ ; δ (360 MHz, D6 -DMSO) 1.57-1.67 (1H, m, CH), 1.72-1.86 (3H, m, CH and CH2CH2CH2)), 2.31-2.65 (8H, m 4×CH2 N), 2.72 (2H, t, J=7 Hz, CH2 -indole), 3.72 (2H, s, NHCH2Ph), 4.55 (1H, s, OH), 7.15-7.32 (7H, m, Ar--H), 7.47 (1H, d, J=8 Hz, Ar--H), 7.77 (1H, d, J=2 Hz...